This data is from the Open Reaction Database (ORD), a public repository of structured organic reaction records. The task is: describe an organic reaction: reactants, conditions, products, and yield Starting materials: Nc1ccc(Cl)cc1F, COC(=O)c1cc2c(Cl)ccnc2cc1OC, OC1CCCCC1. The product is COC(=O)c1cc2c(Nc3ccc(Cl)cc3F)ccnc2cc1OC. RXN SMILES: [Cl:18][c:19]1[cH:20][c:21]([F:26])[c:22]([NH2:23])[cH:24][cH:25]1.[Cl:1][c:2]1[cH:3][cH:4][n:5][c:6]2[cH:7][c:8]([O:16][CH3:17])[c:9]([C:12](=[O:13])[O:14][CH3:15])[cH:10][c:11]12.[OH:27][CH:28]1[CH2:29][CH2:30][CH2:31][CH2:32][CH2:33]1>>[c:2]1([NH:23][c:22]2[c:21]([F:26])[cH:20][c:19]([Cl:18])[cH:25][cH:24]2)[cH:3][cH:4][n:5][c:6]2[cH:7][c:8]([O:16][CH3:17])[c:9]([C:12](=[O:13])[O:14][CH3:15])[cH:10][c:11]12.